This data is from the Open Reaction Database (ORD), a public repository of structured organic reaction records. The task is: describe an organic reaction: reactants, conditions, products, and yield Reactants: [Cl-].[Na+] (sodium chloride), C(=O)[O-].[NH4+] (ammonium formate), white crystal, OC1=C(C=C(/C=C/C(=O)OC2CCC(CC2)(C(=O)OCC=C)C)C=C1)OC (allyl trans-4-(4-hydroxy-3-methoxycinnamoyloxy)-1-methyl-1-cyclohexanecarboxylate). Reagents/catalysts: Cl[Pd]([P](C1=CC=CC=C1)(C2=CC=CC=C2)C3=CC=CC=C3)([P](C4=CC=CC=C4)(C5=CC=CC=C5)C6=CC=CC=C6)Cl (bis(triphenylphosphine)palladium dichloride). The solvent is C1CCOC1 (THF). Yields the product OC1=C(C=C(/C=C/C(=O)OC2CCC(CC2)(C(=O)O)C)C=C1)OC (trans-4-(4-hydroxy-3-methoxycinnamoyloxy)-1-methyl-1-cyclohexanecarboxylic acid). Reaction SMILES: C([O-])=O.[NH4+].[OH:5][C:6]1[CH:29]=[CH:28][C:9](/[CH:10]=[CH:11]/[C:12]([O:14][CH:15]2[CH2:20][CH2:19][C:18]([CH3:27])([C:21]([O:23]CC=C)=[O:22])[CH2:17][CH2:16]2)=[O:13])=[CH:8][C:7]=1[O:30][CH3:31].[Cl-].[Na+]>C1COCC1.Cl[Pd](Cl)([P](C1C=CC=CC=1)(C1C=CC=CC=1)C1C=CC=CC=1)[P](C1C=CC=CC=1)(C1C=CC=CC=1)C1C=CC=CC=1>[OH:5][C:6]1[CH:29]=[CH:28][C:9](/[CH:10]=[CH:11]/[C:12]([O:14][CH:15]2[CH2:20][CH2:19][C:18]([CH3:27])([C:21]([OH:23])=[O:22])[CH2:17][CH2:16]2)=[O:13])=[CH:8][C:7]=1[O:30][CH3:31] |f:0.1,3.4,^1:41,60|. Procedure: 0.2 g of bis(triphenylphosphine)palladium dichloride and 4 g of ammonium formate were added to a solution of 1.09 g of white crystal of allyl trans-4-(4-hydroxy-3-methoxycinnamoyloxy)-1-methyl-1-cyclohexanecarboxylate (Example 13) in 70 ml of THF. The solution was reacted for 20 hours under an argon stream, while it was refluxed. After reaction, 150 ml of an aqueous sodium chloride solution was added to the reaction solution. The solution was extracted three times with 50 ml of ethyl acetate. Th... Yields the product C1N(CCC=2CCCCC12)CC=1C(=NC(=NC1)C)N (5-(3,4,5,6,7,8-hexahydro-1H-isoquinolin-2-ylmethyl)-2-methyl-pyrimidin-4-ylamine). Procedure: A solution of 9.81 g (0.030 mol) of 2-(4-amino-2-methyl-pyrimidin-5-ylmethyl)-5,6,7,8-tetrahydro-isoquinolinium chloride hydrochloride in 50 ml of methanol was treated portionwise at 10° with 3.5 g (0.092 mol) of sodium borohydride. The mixture was stirred at room temperature for 1 hour and completely freed from the solvents. The residue was partitioned between ethyl acetate and water, extracted and recrystallized from petroleum ether. 5.7 g (74%) of 5-(3,4,5,6,7,8-hexahydro-1H-isoquinolin-2-ylm... The reactants are Cl.[Cl-].NC1=NC(=NC=C1C[N+]1=CC=2CCCCC2C=C1)C (2-(4-amino-2-methyl-pyrimidin-5-ylmethyl)-5,6,7,8-tetrahydro-isoquinolinium chloride hydrochloride), [BH4-].[Na+] (sodium borohydride). Run in CO (methanol). Reaction conditions: time 1 hour. RXN SMILES: Cl.[Cl-].[NH2:3][C:4]1[C:9]([CH2:10][N+:11]2[CH:20]=[CH:19][C:18]3[CH2:17][CH2:16][CH2:15][CH2:14][C:13]=3[CH:12]=2)=[CH:8][N:7]=[C:6]([CH3:21])[N:5]=1.[BH4-].[Na+]>CO>[CH2:12]1[C:13]2[CH2:14][CH2:15][CH2:16][CH2:17][C:18]=2[CH2:19][CH2:20][N:11]1[CH2:10][C:9]1[C:4]([NH2:3])=[N:5][C:6]([CH3:21])=[N:7][CH:8]=1 |f:0.1.2,3.4|. Yield: 73.5%. Starting materials: ClC1=NC(=CC(=N1)Cl)Cl (2,4,6-trichloropyrimidine), NC=1C=NC(=CC1)OC (3-amino-6-methoxypyridine), C(C)(C)N(CC)C(C)C (diisopropylethylamine). The solvent is C(C)#N (acetonitrile). Yields the product ClC1=NC(=CC(=N1)NC=1C=NC(=CC1)OC)Cl (2,6-dichloro-N-(6-methoxypyridin-3-yl)pyrimidin-4-amine). Isolated yield 53.2%. Reaction SMILES: [Cl:1][C:2]1[N:7]=[C:6]([Cl:8])[CH:5]=[C:4](Cl)[N:3]=1.[NH2:10][C:11]1[CH:12]=[N:13][C:14]([O:17][CH3:18])=[CH:15][CH:16]=1.C(N(C(C)C)CC)(C)C>C(#N)C>[Cl:1][C:2]1[N:3]=[C:4]([NH:10][C:11]2[CH:12]=[N:13][C:14]([O:17][CH3:18])=[CH:15][CH:16]=2)[CH:5]=[C:6]([Cl:8])[N:7]=1. Reported procedure: A solution of 2,4,6-trichloropyrimidine (2.0 mL, 17.4 mmol), 3-amino-6-methoxypyridine (1.5 mL, 19.1 mmol) and diisopropylethylamine (6.1 mL, 34.8 mmol) in acetonitrile (100 mL) was stirred at 55° C. under N2 for 15 hours. The reaction mixture was then partitioned between EtOAc (400 mL) and NaHCO3(sat.) (100 mL). The organic layer was separated, washed with brine (75 mL), dried over Na2SO4, concentrated, and purified by silica gel chromatography (20-30% EtOAc/hexanes) to yield 2,6-dichloro-N-(6-... The reactants are CC1CC(=O)NN=C1c1ccc(N)cc1, O=C(Cl)c1cccs1, c1ccccc1. Product: CC1CC(=O)NN=C1c1ccc(NC(=O)c2cccs2)cc1. As a reaction SMILES: [NH2:9][c:10]1[cH:11][cH:12][c:13]([C:16]2=[N:21][NH:20][C:19](=[O:22])[CH2:18][CH:17]2[CH3:23])[cH:14][cH:15]1.[c:1]1([C:6](=[O:7])[Cl:8])[cH:2][cH:3][cH:4][s:5]1.[cH:24]1[cH:25][cH:26][cH:27][cH:28][cH:29]1>>[c:1]1([C:6](=[O:7])[NH:9][c:10]2[cH:11][cH:12][c:13]([C:16]3=[N:21][NH:20][C:19](=[O:22])[CH2:18][CH:17]3[CH3:23])[cH:14][cH:15]2)[cH:2][cH:3][cH:4][s:5]1. Starting materials: ClC1=CC(=CC(=C1)C(=C)C(F)(F)F)Cl (1,3-dichloro-5-[1-(trifluoromethyl)ethenyl]benzene), ClC1=CC(=CC(=C1)C(=C)C(F)(F)F)Cl (1,3-dichloro-5-[1-(trifluoromethyl)ethenyl]benzene), Cl[O-].[Na+] (sodium hypochlorite), BrC1=CC=C(C=O)C=C1 (4-bromobenzaldehyde), NO (hydroxylamine), C(C)(=O)O (acetic acid). The solvent is O1CCCC1 (tetrahydrofuran), C(C)(=O)OCC (ethyl acetate), C(C)O (ethanol). Conditions: time 30 minute. Product: BrC1=CC=C(C=C1)C1=NOC(C1)(C(F)(F)F)C1=CC(=CC(=C1)Cl)Cl (3-(4-bromophenyl)-5-(3,5-dichlorophenyl)-4,5-dihydro-5-(trifluoromethyl)isoxazole). As a reaction SMILES: [Br:1][C:2]1[CH:9]=[CH:8][C:5]([CH:6]=O)=[CH:4][CH:3]=1.[NH2:10][OH:11].C(O)(=O)C.[Cl:16][C:17]1[CH:22]=[C:21]([C:23]([C:25]([F:28])([F:27])[F:26])=[CH2:24])[CH:20]=[C:19]([Cl:29])[CH:18]=1.Cl[O-].[Na+]>C(O)C.C(OCC)(=O)C.O1CCCC1>[Br:1][C:2]1[CH:9]=[CH:8][C:5]([C:6]2[CH2:24][C:23]([C:21]3[CH:22]=[C:17]([Cl:16])[CH:18]=[C:19]([Cl:29])[CH:20]=3)([C:25]([F:26])([F:27])[F:28])[O:11][N:10]=2)=[CH:4][CH:3]=1 |f:4.5|. Reported procedure: To a solution of 4-bromobenzaldehyde (3.70 g, 20 mmol) in ethanol (30 mL) was added 50% aqueous hydroxylamine (1.25 mL, 21 mmol) and glacial acetic acid (1.25 mL, 21 mmol). After 30 minutes, the reaction mixture was diluted with ethyl acetate and washed with water and with saturated aqueous sodium chloride solution, dried over magnesium sulfate, and concentrated to leave a white solid. To a solution of this solid in tetrahydrofuran (80 mL) and 1,3-dichloro-5-[1-(trifluoromethyl)ethenyl]benzene (... The reactants are CCCCCCN=C(N)N=C(N)N (pHMB), [Na+].[Cl-] (NaCl), C[N+](C)(C)CCSS(=O)(=O)C.[Br-] (MTSET), C(CO)N(CCO)C(CO)(CO)CO (BisTris), peptide, peptide, C([C@H]([C@@H](CS)O)O)S (DTT). Reaction conditions: time 1 hour. Yields the product N[C@@H](CC1=CNC=N1)C(=O)O (Histidine). RXN SMILES: [Na+].[Cl-].C[N+](CCSS(C)(=O)=[O:11])(C)C.[Br-].CCCCC[CH2:20][N:21]=[C:22]([N:24]=[C:25](N)N)N.C(S)[C@@H](O)[C@H](O)CS.C([N:39]([C:43]([CH2:48]O)([CH2:46][OH:47])CO)CCO)CO>>[NH2:39][C@H:43]([C:46]([OH:47])=[O:11])[CH2:48][C:20]1[N:21]=[CH:22][NH:24][CH:25]=1 |f:0.1,2.3|. Procedure: Reactions were assembled in a volume of 260 μl containing 50 mM Hoes buffer, 150 mM NaCl, pH 7.5 and as indicated 5 μM SrtA-DN in 50 mM BisTris, pH 7.5, 10 AM LPXTG (SEQ ID NO: 1) peptide (DABCYL-QALPETGEE-EDANS) (QALPETGEE is SEQ. ID NO: 39), 10 μM TGXLP (SEQ ID NO 45) peptide (DABCYL-QATGELPEE-EDANS) (QATGELPEE is SEQ ID NO: 46), 5 mM MTSET, 0.2 M NH-2-OH, 5 mM pHMB or 10 mM DTT. Incubations were carried out for 1 hour at 37° C. Samples were analyzed in a fluorimeter using 395 nm for excitatio... Reactants: P(Cl)(Cl)(Cl)(Cl)Cl (PCl5), CC(=O)C (acetone), ClC1=CC=C(N)C=C1 (4-chloroaniline), 3, OC1=CC=C(C=C1)CC(=O)O (HPAA). Solvent: C(C)C(=O)CC (diethyl ketone), C1(=CC(=CC(=C1)C)C)C (mesitylene). Run at time 2 hour. Yields the product ClC1=CC=C(NC(=O)CC=2C=C(C=CC2)O)C=C1 (3-[((4-chloroanilino) carbonyl)methyl]phenol). Yield: 90.0%. As a reaction SMILES: [CH3:1][C:2]([CH3:4])=[O:3].[OH:5][C:6]1C=[CH:10][C:9](CC(O)=O)=[CH:8][CH:7]=1.[Cl:16][C:17]1[CH:23]=[CH:22][C:20]([NH2:21])=[CH:19][CH:18]=1.P(Cl)(Cl)(Cl)(Cl)Cl>C1(C)C=C(C)C=C(C)C=1.C(C(CC)=O)C>[Cl:16][C:17]1[CH:23]=[CH:22][C:20]([NH:21][C:6]([CH2:7][C:8]2[CH:1]=[C:2]([OH:3])[CH:4]=[CH:10][CH:9]=2)=[O:5])=[CH:19][CH:18]=1. Procedure details: FIG. 6b presents a similar reaction scheme to FIG. 6a, except that 3- rather than 4-hydroxyphenylacetic acid (HPAA) is used as the precursor material so that the final compound has a meta rather than a para substitution. In addition, rather than reacting with acetone (dimethyl ketone) a diethyl ketone is used to position ethyl, rather than methyl, moieties in the group substituted on one of the phenyl rings. By example, 1.5 g (10 mmol) 3-HPAA and 2.6 g (20 mmol) 4-chloroaniline in 20 ml of mesit... Starting materials: [OH-].[K+] (potassium hydroxide), C=O (formaldehyde), Cl (hydrogen chloride), C=O.C(C1=CC=CC=C1)N (formaldehyde benzylamine), C(C1=CC=CC=C1)N (benzylamine), CC(C(C)=O)C (3-methyl-2-butanone), C=O (formaldehyde). Solvent: O (water), C(C)O (ethanol), C(C)O (ethanol). Run at temperature 10 celsius. The product is C(C1=CC=CC=C1)N1CC(C(CC1)=O)(C)C (N-Benzyl-3,3-dimethyl-4-piperidone). As a reaction SMILES: [CH2:1]=[O:2].[CH2:3]([NH2:10])[C:4]1[CH:9]=[CH:8][CH:7]=[CH:6][CH:5]=1.[CH3:11][CH:12]([CH3:16])[C:13](=O)C.Cl.C=O.[CH2:20](N)[C:21]1C=CC=CC=1.[OH-].[K+]>C(O)C.O>[CH2:3]([N:10]1[CH2:21][CH2:20][C:1](=[O:2])[C:12]([CH3:16])([CH3:13])[CH2:11]1)[C:4]1[CH:9]=[CH:8][CH:7]=[CH:6][CH:5]=1 |f:4.5,6.7|. Reported procedure: In a 1 liter 3-necked flask equipped with mechanical stirring, addition funnel and a calcium chloride drying tube is added a 37% weight solution of formaldehyde (168.5 mL, 2.25 mole) dissolved in 500 mL of absolute ethanol. The resulting solution was cooled in an ice-water bath to 10° C., and benzylamine (109 mL, 1 mole) was added dropwise over a one hour period. In a separate 3 liter 3-necked flask equipped with mechanical stirring, addition funnel and two condensers is added 3-methyl-2-butanon... Reactants: C(C)(=O)OC=1C=C2C(C(=COC2=CC1OC(C)=O)C(=O)O)=O (6,7-Diacetoxychromone-3-carboxylic acid), C1=CC=CC=C1 (benzene), S(=O)(Cl)Cl (thionyl chloride). The solvent is CN(C=O)C (N,N-dimethylformamide). The product is C(C)(=O)OC=1C=C2C(C(=COC2=CC1OC(C)=O)C(=O)Cl)=O (6,7-Diacetoxychromone-3-carbonyl chloride). Reaction SMILES: [C:1]([O:4][C:5]1[CH:6]=[C:7]2[C:12](=[CH:13][C:14]=1[O:15][C:16](=[O:18])[CH3:17])[O:11][CH:10]=[C:9]([C:19](O)=[O:20])[C:8]2=[O:22])(=[O:3])[CH3:2].C1C=CC=CC=1.S(Cl)([Cl:31])=O>CN(C)C=O>[C:1]([O:4][C:5]1[CH:6]=[C:7]2[C:12](=[CH:13][C:14]=1[O:15][C:16](=[O:18])[CH3:17])[O:11][CH:10]=[C:9]([C:19]([Cl:31])=[O:20])[C:8]2=[O:22])(=[O:3])[CH3:2]. Procedure: A mixture of 6,7-Diacetoxychromone-3-carboxylic acid (918 mg, 3 mmol), benzene (20 ml), thionyl chloride (260 μl, 3.6 mmol) and N,N-dimethylformamide (0.2 ml) was refluxed for 2 hours and the solvent was removed. Benzene (5 ml) was added and then evaporated. This was repeated twice to remove traces of thionyl chloride. The residual solid was collected to afford the desired compound.